Dataset: the Open Reaction Database (ORD), a public repository of structured organic reaction records. Task: describe an organic reaction: reactants, conditions, products, and yield Starting materials: NC1=C(C(=O)OC)C=CC(=C1)Cl (Methyl 2-amino-4-chlorobenzoate), C(C)(C)N(CC)C(C)C (diisopropylethylamine), ClC1=C(SC=C1)C(=O)Cl (3-Chlorothiophene-2-carbonyl chloride). Solvent: ClCCl (dichloromethane), CN(C=O)C (dimethylformamide). Run at time 8 hour. Yields the product ClC1=CC(=C(C(=O)OC)C=C1)NC(=O)C=1SC=CC1Cl (Methyl 4-chloro-2-(3-chlorothiophene-2-carboxamido)benzoate). RXN SMILES: [NH2:1][C:2]1[CH:11]=[C:10]([Cl:12])[CH:9]=[CH:8][C:3]=1[C:4]([O:6][CH3:7])=[O:5].C(N(C(C)C)CC)(C)C.[Cl:22][C:23]1[CH:27]=[CH:26][S:25][C:24]=1[C:28](Cl)=[O:29]>ClCCl.CN(C)C=O>[Cl:12][C:10]1[CH:9]=[CH:8][C:3]([C:4]([O:6][CH3:7])=[O:5])=[C:2]([NH:1][C:28]([C:24]2[S:25][CH:26]=[CH:27][C:23]=2[Cl:22])=[O:29])[CH:11]=1. Procedure details: Methyl 2-amino-4-chlorobenzoate (200 mg, 1.1 mmol) and diisopropylethylamine (285 μL, 1.6 mmol) were dissolved in a solution of dichloromethane (4 mL) and dimethylformamide (2 mL). 3-Chlorothiophene-2-carbonyl chloride (235 mg, 1.3 mmol) was added dropwise. The reaction mixture was stirred overnight at room temperature. The solvent was removed under vacuum and the residue was re-dissolved in 25 mL of ethyl acetate. The reaction mixture was washed one time each with 10 mL portions of water, 0.1 M... Starting materials: C(C)OC(=O)C=1OC2=C(C(C1)=O)C(=C(C=C2)CC=C)O (6-allyl-5-hydroxy-4-oxo-4H-1-benzopyran-2-carboxylic acid ethyl ester), C (charcoal). Run in C([O-])(O)=O.[Na+] (sodium bicarbonate). Run at temperature 100 celsius. Product: C(C=C)C=1C=CC2=C(C(C=C(O2)C(=O)O)=O)C1O (6-allyl-5-hydroxy-4-oxo-4H-1-benzopyran-2-carboxylic acid). As a reaction SMILES: C([O:3][C:4]([C:6]1[O:7][C:8]2[CH:16]=[CH:15][C:14]([CH2:17][CH:18]=[CH2:19])=[C:13]([OH:20])[C:9]=2[C:10](=[O:12])[CH:11]=1)=[O:5])C.C>C(=O)(O)[O-].[Na+]>[CH2:17]([C:14]1[CH:15]=[CH:16][C:8]2[O:7][C:6]([C:4]([OH:5])=[O:3])=[CH:11][C:10](=[O:12])[C:9]=2[C:13]=1[OH:20])[CH:18]=[CH2:19] |f:2.3|. Procedure: A suspension of 2.0 parts of 6-allyl-5-hydroxy-4-oxo-4H-1-benzopyran-2-carboxylic acid ethyl ester in aqueous sodium bicarbonate solution was stirred and heated at 100°C till solution was complete. The solution was treated with charcoal, filtered and acidified with dilute hydrochloric acid to give a yellow precipitate. This solid was crystallised from ethanol to give 0.84 parts of 6-allyl-5-hydroxy-4-oxo-4H-1-benzopyran-2-carboxylic acid as yellow needles, melting point 222°-224°C. Starting materials: COC=1C=C(C=C(C1OC)I)C1OCCCO1 (2-(3,4-dimethoxy-5-iodophenyl)-1,3-dioxane), [Cu](C#N)C#N (copper cyanide). Solvent: CN(C)C=O (DMF). Yields the product C(#N)C=1C(=C(C=C(C1)C1OCCO1)OC)OC (2-(5-cyano-3,4-dimethoxyphenyl)-1,3-dioxolane). The yield is 78.2%. Reaction SMILES: [CH3:1][O:2][C:3]1[CH:4]=[C:5]([CH:12]2[O:17][CH2:16][CH2:15]C[O:13]2)[CH:6]=[C:7](I)[C:8]=1[O:9][CH3:10].[Cu](C#N)[C:19]#[N:20]>CN(C=O)C>[C:19]([C:7]1[C:8]([O:9][CH3:10])=[C:3]([O:2][CH3:1])[CH:4]=[C:5]([CH:12]2[O:13][CH2:15][CH2:16][O:17]2)[CH:6]=1)#[N:20]. Procedure: 2-(3,4-dimethoxy-5-iodophenyl)-1,3-dioxolane (42) (FIG. 22) (2.80 g, 8.0 mmole), copper cyanide (5.7 g, 32.0 mmole) and dry DMF (50 ml) were stirred under an argon atmosphere for 24 hours at 140° C. The reaction was cooled to room temperature, filtered through celite, and the filtrate concentrated to an oil in vacuo. The dark brown oil was purified through a short flash silica column using 2:1 hexane/ethyl acetate as eluent to yield 1.471 g (74%) of a white solid. The product can be recrystalliz... The reactants are CC(C)N, Cc1cc(C(=O)OC(C)C)cnc1Cl, C1COCCO1. The product is Cc1cc(C(=O)OC(C)C)cnc1NC(C)C. RXN SMILES: [CH3:15][CH:16]([CH3:17])[NH2:18].[CH:1]([CH3:2])([CH3:3])[O:4][C:5]([c:6]1[cH:7][n:8][c:9]([Cl:13])[c:10]([CH3:12])[cH:11]1)=[O:14].[O:19]1[CH2:20][CH2:21][O:22][CH2:23][CH2:24]1>>[CH:1]([CH3:2])([CH3:3])[O:4][C:5]([c:6]1[cH:7][n:8][c:9]([NH:18][CH:16]([CH3:15])[CH3:17])[c:10]([CH3:12])[cH:11]1)=[O:14]. The reactants are Cl (HCl), COC(C1=C(N=CC=C1)\C=C\[C@@H](CC1=C(C=CC=C1)F)N(CC1=CC=CC=C1)CC1=CC=CC=C1)=O (2-[(E)-(R)-3-dibenzylamino-4-(2-fluoro-phenyl)-but-1-enyl]-nicotinic acid methyl ester), [OH-].[Li+] (lithium hydroxide). The solvent is O (water), O1CCOCC1 (dioxane), O (water). Conditions: time 24 hour. Yields the product C(C1=CC=CC=C1)N([C@@H](/C=C/C1=C(C(=O)O)C=CC=N1)CC1=C(C=CC=C1)F)CC1=CC=CC=C1 (2-[(E)-(R)-3-Dibenzylamino-4-(2-fluoro-phenyl)-but-1-enyl]-nicotinic acid). RXN SMILES: C[O:2][C:3](=[O:36])[C:4]1[CH:9]=[CH:8][CH:7]=[N:6][C:5]=1/[CH:10]=[CH:11]/[C@H:12]([N:21]([CH2:29][C:30]1[CH:35]=[CH:34][CH:33]=[CH:32][CH:31]=1)[CH2:22][C:23]1[CH:28]=[CH:27][CH:26]=[CH:25][CH:24]=1)[CH2:13][C:14]1[CH:19]=[CH:18][CH:17]=[CH:16][C:15]=1[F:20].[OH-].[Li+].Cl>O1CCOCC1.O>[CH2:29]([N:21]([CH2:22][C:23]1[CH:24]=[CH:25][CH:26]=[CH:27][CH:28]=1)[C@H:12]([CH2:13][C:14]1[CH:19]=[CH:18][CH:17]=[CH:16][C:15]=1[F:20])/[CH:11]=[CH:10]/[C:5]1[N:6]=[CH:7][CH:8]=[CH:9][C:4]=1[C:3]([OH:36])=[O:2])[C:30]1[CH:35]=[CH:34][CH:33]=[CH:32][CH:31]=1 |f:1.2|. Reported procedure: To a solution of 2-[(E)-(R)-3-dibenzylamino-4-(2-fluoro-phenyl)-but-1-enyl]-nicotinic acid methyl ester (0.7 g, 1.4 mmol) in 5 mL of a 1:1 dioxane:water solution is added lithium hydroxide (0.07 g, 2.8 mmol). After stirring for 24 hours, the reaction is diluted with water and is neutralized by addition of 1N HCl. Filtration gives the title compound. The reactants are C(C)(C)(C)OC(=O)NCC1=NC=C(C2=CC(=C(C=C12)OC)OC)C(=O)O (1-(tert-butoxycarbonylamino-methyl)-6,7-dimethoxy-isoquinoline-4-carboxylic acid), C1NCCC2=CC=CC=C12 (1,2,3,4-tetrahydroisoquinoline), TEA, C(#N)P(OCC)(OCC)=O (diethyl cyanophosphonate). The solvent is C1CCOC1 (THF). Yields the product C(C)(C)(C)OC(NCC1=NC=C(C2=CC(=C(C=C12)OC)OC)C(=O)N1CC2=CC=CC=C2CC1)=O ([4-(3,4-Dihydro-1H-isoquinoline-2-carbonyl)-6,7-dimethoxy-isoquinolin-1-ylmethyl]-carbamic acid tert-butyl ester). Yield: 61.4%. As a reaction SMILES: [C:1]([O:5][C:6]([NH:8][CH2:9][C:10]1[C:19]2[C:14](=[CH:15][C:16]([O:22][CH3:23])=[C:17]([O:20][CH3:21])[CH:18]=2)[C:13]([C:24](O)=[O:25])=[CH:12][N:11]=1)=[O:7])([CH3:4])([CH3:3])[CH3:2].[CH2:27]1[C:36]2[C:31](=[CH:32][CH:33]=[CH:34][CH:35]=2)[CH2:30][CH2:29][NH:28]1.C(P(=O)(OCC)OCC)#N>C1COCC1>[C:1]([O:5][C:6](=[O:7])[NH:8][CH2:9][C:10]1[C:19]2[C:14](=[CH:15][C:16]([O:22][CH3:23])=[C:17]([O:20][CH3:21])[CH:18]=2)[C:13]([C:24]([N:28]2[CH2:29][CH2:30][C:31]3[C:36](=[CH:35][CH:34]=[CH:33][CH:32]=3)[CH2:27]2)=[O:25])=[CH:12][N:11]=1)([CH3:3])([CH3:2])[CH3:4]. Procedure details: A solution of 1-(tert-butoxycarbonylamino-methyl)-6,7-dimethoxy-isoquinoline-4-carboxylic acid (100 mg, 0.3 mmol) in 20 mL of THF was treated with 1,2,3,4-tetrahydroisoquinoline (44 mg, 0.33 mmol), TEA (56 mg, 0.552 mmol) and diethyl cyanophosphonate (55 mg, 0.33 mmol) according to the procedure described in example 1E to give [4-(3,4-Dihydro-1H-isoquinoline-2-carbonyl)-6,7-dimethoxy-isoquinolin-1-ylmethyl]-carbamic acid tert-butyl ester (88 mg, 66.9%). H1-NMR (CDCl3): δ, 8.31 (br s, 1H), 7.38 (...